This data is from the Open Reaction Database (ORD), a public repository of structured organic reaction records. The task is: describe an organic reaction: reactants, conditions, products, and yield Starting materials: C(C)(C)(C)O[C@H](C(=O)O)C1=C(C2=C(N=C(S2)C2=CC(=CC=C2)N2C(NC(C(=C2)C)=O)=O)C=C1C)C1=CC=C(C=C1)Cl ((S)-2-tert-butoxy-2-(7-(4-chlorophenyl)-5-methyl-2-(3-(5-methyl-2,4-dioxo-3,4-dihydropyrimidin-1(2H)-yl)phenyl)benzo[d]thiazol-6-yl)acetic acid), N1C(=O)NC(=O)C=C1 (uracil). Yields the product C(C)(C)(C)O[C@H](C(=O)O)C1=C(C2=C(N=C(S2)C2=CC(=CC=C2)N2C(NC(C=C2)=O)=O)C=C1C)C1=CC=C(C=C1)Cl ((S)-2-tert-butoxy-2-(7-(4-chlorophenyl)-2-(3-(2,4-dioxo-3,4-dihydropyrimidin-1(2H)-yl)phenyl)-5-methylbenzo[d]thiazol-6-yl)acetic acid). As a reaction SMILES: [C:1]([O:5][C@@H:6]([C:10]1[C:33]([CH3:34])=[CH:32][C:13]2[N:14]=[C:15]([C:17]3[CH:22]=[CH:21][CH:20]=[C:19]([N:23]4[CH:28]=[C:27](C)[C:26](=[O:30])[NH:25][C:24]4=[O:31])[CH:18]=3)[S:16][C:12]=2[C:11]=1[C:35]1[CH:40]=[CH:39][C:38]([Cl:41])=[CH:37][CH:36]=1)[C:7]([OH:9])=[O:8])([CH3:4])([CH3:3])[CH3:2].N1C=CC(=O)NC1=O>>[C:1]([O:5][C@@H:6]([C:10]1[C:33]([CH3:34])=[CH:32][C:13]2[N:14]=[C:15]([C:17]3[CH:22]=[CH:21][CH:20]=[C:19]([N:23]4[CH:28]=[CH:27][C:26](=[O:30])[NH:25][C:24]4=[O:31])[CH:18]=3)[S:16][C:12]=2[C:11]=1[C:35]1[CH:36]=[CH:37][C:38]([Cl:41])=[CH:39][CH:40]=1)[C:7]([OH:9])=[O:8])([CH3:4])([CH3:2])[CH3:3]. Reported procedure: Prepared in a similar manner as (S)-2-tert-butoxy-2-(7-(4-chlorophenyl)-5-methyl-2-(3-(5-methyl-2,4-dioxo-3,4-dihydropyrimidin-1(2H)-yl)phenyl)benzo[d]thiazol-6-yl)acetic acid, except starting with uracil instead of thymine. LCMS-ESI+: calc'd for C30H279ClN3O5S: 576.1 (M+H+); Found: 576.2 (M+H+). 1H NMR (400 MHz, CD3OD) δ 8.10-8.02 (m, 1H), 7.95 (t, J=1.8 Hz, 1H), 7.83 (s, 1H), 7.72-7.54 (m, 6H), 7.50 (d, J=7.7 Hz, 1H), 7.44-7.37 (m, 1H), 5.81 (d, J=7.7 Hz, 1H), 5.25 (s, 1H), 2.60 (s, 3H), 0.96 ... The reactants are N(=NC(=O)N1CCCCC1)C(=O)N1CCCCC1 (1,1′-(Azodicarbonyl)dipiperidine), C(C)OC(COC1=C(C=C(C=C1)SC1=CC(=CC(=C1)C#CC1=CC=CC=C1)O)C)=O ([4-(3-Hydroxy-5-phenylethynyl-phenylsulfanyl)-2-methyl-phenoxy]-acetic acid ethyl ester), N1(CCOCC1)CCO (2-morpholin-4-yl-ethanol), C(CCC)P(CCCC)CCCC (tributylphosphine). Run in C1CCOC1 (THF), C1CCOC1 (THF). Reaction conditions: time 16 hour. Yields the product C(C)OC(COC1=C(C=C(C=C1)SC1=CC(=CC(=C1)C#CC1=CC=CC=C1)OCCN1CCOCC1)C)=O ({2-Methyl-4-[3-(2-morpholin-4-yl-ethoxy)-5-phenylethynyl-phenylsulfanyl]-phenoxy}-acetic Acid Ethyl Ester). Reaction SMILES: [CH2:1]([O:3][C:4](=[O:30])[CH2:5][O:6][C:7]1[CH:12]=[CH:11][C:10]([S:13][C:14]2[CH:19]=[C:18]([C:20]#[C:21][C:22]3[CH:27]=[CH:26][CH:25]=[CH:24][CH:23]=3)[CH:17]=[C:16]([OH:28])[CH:15]=2)=[CH:9][C:8]=1[CH3:29])[CH3:2].[N:31]1([CH2:37][CH2:38]O)[CH2:36][CH2:35][O:34][CH2:33][CH2:32]1.C(P(CCCC)CCCC)CCC.N(C(N1CCCCC1)=O)=NC(N1CCCCC1)=O>C1COCC1>[CH2:1]([O:3][C:4](=[O:30])[CH2:5][O:6][C:7]1[CH:12]=[CH:11][C:10]([S:13][C:14]2[CH:19]=[C:18]([C:20]#[C:21][C:22]3[CH:27]=[CH:26][CH:25]=[CH:24][CH:23]=3)[CH:17]=[C:16]([O:28][CH2:38][CH2:37][N:31]3[CH2:36][CH2:35][O:34][CH2:33][CH2:32]3)[CH:15]=2)=[CH:9][C:8]=1[CH3:29])[CH3:2]. Procedure: [4-(3-Hydroxy-5-phenylethynyl-phenylsulfanyl)-2-methyl-phenoxy]-acetic acid ethyl ester (200 mg; 0.48 mmol), 2-morpholin-4-yl-ethanol (0.22 g; 0.67 mmol) and tributylphosphine (0.24 mL; 0.96 mmol) were dissolved in THF (15 mL) in a dried reaction flask under an atmosphere of nitrogen. 1,1′-(Azodicarbonyl)dipiperidine (0.24 g; 0.96 mmol) was dissolved in THF (10 mL) and added to the reaction mixture. After stirring for 16 h the reaction mixture was evaporated to dryness and purified by flash chro... The reactants are N1(CCCCC1)CC=1C=C(C=CC1)Br (3-(1-piperidylmethyl)-bromobenzene), [Mg] (magnesium), C(C1=CC=CC=C1)NCC1OC1 (2-benzylaminomethyl-oxirane), ice water, [Cl-].[NH4+] (ammonium chloride). Solvent: O1CCCC1 (tetrahydrofuran), O1CCCC1 (tetrahydrofuran), O1CCCC1 (tetrahydrofurane). Reaction conditions: temperature 60 celsius, time 30 minute. Product: C(C1=CC=CC=C1)N(CC(CC1=CC(=CC=C1)CN1CCCCC1)O)CC1=CC=CC=C1 (1-Dibenzylamino-3-[3-(1-piperidylmethyl)-phenyl]-2-propanol). Reaction SMILES: [N:1]1([CH2:7][C:8]2[CH:9]=[C:10](Br)[CH:11]=[CH:12][CH:13]=2)[CH2:6][CH2:5][CH2:4][CH2:3][CH2:2]1.[Mg].[CH2:16]([NH:23][CH2:24][CH:25]1[CH2:27][O:26]1)[C:17]1[CH:22]=[CH:21][CH:20]=[CH:19][CH:18]=1.[Cl-].[NH4+]>O1CCCC1>[CH2:16]([N:23]([CH2:7][C:8]1[CH:9]=[CH:10][CH:11]=[CH:12][CH:13]=1)[CH2:24][CH:25]([OH:26])[CH2:27][C:10]1[CH:11]=[CH:12][CH:13]=[C:8]([CH2:7][N:1]2[CH2:6][CH2:5][CH2:4][CH2:3][CH2:2]2)[CH:9]=1)[C:17]1[CH:22]=[CH:21][CH:20]=[CH:19][CH:18]=1 |f:3.4|. Procedure details: 10.2 g (0.04 mol) of 3-(1-piperidylmethyl)-bromobenzene in 20 ml of tetrahydrofuran are added dropwise to 0.97 g (0.04 mol) of magnesium filings in 5 ml of tetrahydrofuran at a reaction temperature of 60° C. This operation is followed by 30 minutes' stirring at 60° C., and the solution is then cooled to 10° C. 10.2 g (0.04 mol) of 2-benzylaminomethyl-oxirane in 20 ml of tetrahydrofurane are slowly added dropwise and the solution obtained is stirred at room temperature for 2 hours. After the addi... Reactants: C1COCCN1, CC(C)(C)[O-], Cc1ccccc1, Cc1cccc2cc(CN(Cc3cc(C(F)(F)F)cc(C(F)(F)F)c3)c3ncc(Br)cn3)c(N(CC3CC3)CC3CC3)nc12, [Na+], O=C(C=Cc1ccccc1)C=Cc1ccccc1, O=C(C=Cc1ccccc1)C=Cc1ccccc1, O=C(C=Cc1ccccc1)C=Cc1ccccc1, [Pd], [Pd]. Yields the product Cc1cccc2cc(CN(Cc3cc(C(F)(F)F)cc(C(F)(F)F)c3)c3ncc(N4CCOCC4)cn3)c(N(CC3CC3)CC3CC3)nc12. RXN SMILES: [CH2:51]1[CH2:52][O:53][CH2:54][CH2:55][NH:56]1.[CH3:45][C:46]([CH3:47])([O-:48])[CH3:49].[CH3:57][c:58]1[cH:59][cH:60][cH:61][cH:62][cH:63]1.[F:1][C:2]([c:3]1[cH:4][c:5]([CH2:6][N:7]([c:8]2[n:9][cH:10][c:11]([Br:14])[cH:12][n:13]2)[CH2:15][c:16]2[c:17]([N:27]([CH2:28][CH:29]3[CH2:30][CH2:31]3)[CH2:32][CH:33]3[CH2:34][CH2:35]3)[n:18][c:19]3[c:20]([CH3:26])[cH:21][cH:22][cH:23][c:24]3[cH:25]2)[cH:36][c:37]([C:39]([F:40])([F:41])[F:42])[cH:38]1)([F:43])[F:44].[Na+:50].[O:102]=[C:103]([CH:104]=[CH:105][c:106]1[cH:107][cH:108][cH:109][cH:110][cH:111]1)[CH:112]=[CH:113][c:114]1[cH:115][cH:116][cH:117][cH:118][cH:119]1.[O:66]=[C:67]([CH:68]=[CH:69][c:70]1[cH:71][cH:72][cH:73][cH:74][cH:75]1)[CH:76]=[CH:77][c:78]1[cH:79][cH:80][cH:81][cH:82][cH:83]1.[O:84]=[C:85]([CH:86]=[CH:87][c:88]1[cH:89][cH:90][cH:91][cH:92][cH:93]1)[CH:94]=[CH:95][c:96]1[cH:97][cH:98][cH:99][cH:100][cH:101]1.[Pd:64].[Pd:65]>>[F:1][C:2]([c:3]1[cH:4][c:5]([CH2:6][N:7]([c:8]2[n:9][cH:10][c:11]([N:56]3[CH2:51][CH2:52][O:53][CH2:54][CH2:55]3)[cH:12][n:13]2)[CH2:15][c:16]2[c:17]([N:27]([CH2:28][CH:29]3[CH2:30][CH2:31]3)[CH2:32][CH:33]3[CH2:34][CH2:35]3)[n:18][c:19]3[c:20]([CH3:26])[cH:21][cH:22][cH:23][c:24]3[cH:25]2)[cH:36][c:37]([C:39]([F:40])([F:41])[F:42])[cH:38]1)([F:43])[F:44].